From a dataset of the Open Reaction Database (ORD), a public repository of structured organic reaction records. describe an organic reaction: reactants, conditions, products, and yield Reactants: Cl.CC(C=C)N1C(SC(C1=O)C)=NN (3-(1-methylallyl)-5-methyl-2,4-thiazolidinedione-2-hydrazone hydrochloride), C([O-])([O-])=O.[K+].[K+] (potassium carbonate). Run in O (water). Product: CC(C=C)N1C(SC(C1=O)C)=NN (3-(1-methylallyl)-5-methyl-2,4-thiazolidinedione-2-hydrazone). RXN SMILES: Cl.[CH3:2][CH:3]([N:6]1[C:10](=[O:11])[CH:9]([CH3:12])[S:8][C:7]1=[N:13][NH2:14])[CH:4]=[CH2:5].C(=O)([O-])[O-].[K+].[K+]>O>[CH3:2][CH:3]([N:6]1[C:10](=[O:11])[CH:9]([CH3:12])[S:8][C:7]1=[N:13][NH2:14])[CH:4]=[CH2:5] |f:0.1,2.3.4|. Procedure: To liberate the base, 52.4 g (0.222 Mol) of 3-(1-methylallyl)-5-methyl-2,4-thiazolidinedione-2-hydrazone hydrochloride is dissolved in 150 ml of water, and the solution saturated, with ice cooling and stirring, with potassium carbonate. The oil which precipitates is taken up in a mixture of 100 ml of methylene chloride and 100 ml of petroleum ether (B.P. 40°-60°), separated from the aqueous phase, and extracted by shaking with a solution of 25 g of potassium carbonate in 75 ml of water. The orga... Reactants: ClC=1C=CC(=C(C1)C(=O)C1=C(C=CC(=C1)C(F)(F)F)NC(=O)OC(C)(C)C)OC (N-[2-[(5-Chloro-2-methoxyphenyl) carbonyl]-4-(trifluoromethyl) phenyl]aminocarboxylic acid, 1,1-dimethylethyl ester). Solvent: C(Cl)Cl (methylene chloride), B(Br)(Br)Br (BBr3), C(Cl)Cl (methylene chloride). Reaction conditions: time 8 hour. Yields the product NC1=C(C=C(C=C1)C(F)(F)F)C(=O)C1=C(C=CC(=C1)Cl)O ([2-Amino-5-(trifluoromethyl)phenyl](5-chloro-2-hydroxyphenyl)methanone). Yield: 98.3%. As a reaction SMILES: [Cl:1][C:2]1[CH:3]=[CH:4][C:5]([O:28]C)=[C:6]([C:8]([C:10]2[CH:15]=[C:14]([C:16]([F:19])([F:18])[F:17])[CH:13]=[CH:12][C:11]=2[NH:20]C(OC(C)(C)C)=O)=[O:9])[CH:7]=1>C(Cl)Cl.B(Br)(Br)Br>[NH2:20][C:11]1[CH:12]=[CH:13][C:14]([C:16]([F:17])([F:18])[F:19])=[CH:15][C:10]=1[C:8]([C:6]1[CH:7]=[C:2]([Cl:1])[CH:3]=[CH:4][C:5]=1[OH:28])=[O:9]. Procedure: To a cold solution (−78° C.) of N-[2-[(5-chloro-2-methoxyphenyl) carbonyl]-4-(trifluoromethyl) phenyl]aminocarboxylic acid, 1,1-dimethylethyl ester prepared in Example 1, Step A (7.0 g, 21.2 mmol) in methylene chloride (60 mL), 1.0 M BBr3 solution in methylene chloride (46.7 mL, 46.7 mmol) was added dropwise. The resultant red solution was allowed to warm to room temperature and stirred overnight. The reaction mixture was quenched with saturated NaHCO3 solution. The organic layer was separated a... As a reaction SMILES: [C:1]1([CH:7]([C:25]2[CH:30]=[CH:29][CH:28]=[CH:27][CH:26]=2)[CH2:8][CH2:9][N:10]2[CH2:15][CH2:14][N:13]([C:16]3[CH:17]=[C:18]([CH:22]=[CH:23][CH:24]=3)[C:19]([OH:21])=O)[CH2:12][CH2:11]2)[CH:6]=[CH:5][CH:4]=[CH:3][CH:2]=1.Cl.[F:32][C:33]([F:37])([F:36])[CH2:34][NH2:35]>>[C:25]1([CH:7]([C:1]2[CH:2]=[CH:3][CH:4]=[CH:5][CH:6]=2)[CH2:8][CH2:9][N:10]2[CH2:15][CH2:14][N:13]([C:16]3[CH:17]=[C:18]([CH:22]=[CH:23][CH:24]=3)[C:19]([NH:35][CH2:34][C:33]([F:37])([F:36])[F:32])=[O:21])[CH2:12][CH2:11]2)[CH:30]=[CH:29][CH:28]=[CH:27][CH:26]=1 |f:1.2|. The product is C1(=CC=CC=C1)C(CCN1CCN(CC1)C=1C=C(C(=O)NCC(F)(F)F)C=CC1)C1=CC=CC=C1 (3-[4-(3,3-diphenyl-1-propyl)piperazin-1-yl]-N-(2,2,2-trifluoroethyl)benzamide). The reactants are C1(=CC=CC=C1)C(CCN1CCN(CC1)C=1C=C(C(=O)O)C=CC1)C1=CC=CC=C1 (3-[4-(3,3-diphenyl-1-propyl)piperazin-1-yl]benzoic acid), Cl.FC(CN)(F)F (2,2,2-trifluoroethylamine hydrochloride). Reported procedure: The procedure of step (d) of Example 1 was repeated using the compound prepared in step (c) of Example 1, except that 2,2,2-trifluoroethylamine hydrochloride was used instead of N-methylbenzylamine. Thus, 3-[4-(3,3-diphenyl-1-propyl)piperazin-1-yl]-N-(2,2,2-trifluoroethyl)benzamide was prepared. Starting materials: COC(=O)C1CCCC1NC(=O)C(CCCNC(=O)OCc1ccccc1)NC(=O)c1cc2ccccc2n1C, C1CCOC1, CO, Cl, [Na+], [OH-]. Product: Cn1c(C(=O)NC(CCCNC(=O)OCc2ccccc2)C(=O)NC2CCCC2C(=O)O)cc2ccccc21. As a reaction SMILES: [CH2:1]([c:2]1[cH:3][cH:4][cH:5][cH:6][cH:7]1)[O:8][C:9](=[O:10])[NH:11][CH2:12][CH2:13][CH2:14][CH:15]([NH:16][C:17](=[O:18])[c:19]1[n:20]([CH3:28])[c:21]2[cH:22][cH:23][cH:24][cH:25][c:26]2[cH:27]1)[C:29](=[O:30])[NH:31][CH:32]1[CH:33]([C:37](=[O:38])[O:39][CH3:40])[CH2:34][CH2:35][CH2:36]1.[CH2:41]1[O:42][CH2:43][CH2:44][CH2:45]1.[CH3:49][OH:50].[ClH:48].[Na+:47].[OH-:46]>>[CH2:1]([c:2]1[cH:3][cH:4][cH:5][cH:6][cH:7]1)[O:8][C:9](=[O:10])[NH:11][CH2:12][CH2:13][CH2:14][CH:15]([NH:16][C:17](=[O:18])[c:19]1[n:20]([CH3:28])[c:21]2[cH:22][cH:23][cH:24][cH:25][c:26]2[cH:27]1)[C:29](=[O:30])[NH:31][CH:32]1[CH:33]([C:37](=[O:38])[OH:39])[CH2:34][CH2:35][CH2:36]1. Reactants: CC(C)(C)[Si](C)(C)OCC1CC(Oc2ccnc(N)c2[N+](=O)[O-])CC1O[Si](C)(C)C(C)(C)C, CC(=O)O, ClCCl, [Zn]. Yields the product CC(C)(C)[Si](C)(C)OCC1CC(Oc2ccnc(N)c2N)CC1O[Si](C)(C)C(C)(C)C. As a reaction SMILES: [C:1]([CH3:2])([CH3:3])([CH3:4])[Si:5]([O:6][CH:7]1[CH2:8][CH:9]([O:21][c:22]2[c:23]([N+:29]([O-:30])=[O:31])[c:24]([NH2:28])[n:25][cH:26][cH:27]2)[CH2:10][CH:11]1[CH2:12][O:13][Si:14]([CH3:15])([CH3:16])[C:17]([CH3:18])([CH3:19])[CH3:20])([CH3:32])[CH3:33].[CH3:37][C:38](=[O:39])[OH:40].[Cl:34][CH2:35][Cl:36].[Zn:41]>>[C:1]([CH3:2])([CH3:3])([CH3:4])[Si:5]([O:6][CH:7]1[CH2:8][CH:9]([O:21][c:22]2[c:23]([NH2:29])[c:24]([NH2:28])[n:25][cH:26][cH:27]2)[CH2:10][CH:11]1[CH2:12][O:13][Si:14]([CH3:15])([CH3:16])[C:17]([CH3:18])([CH3:19])[CH3:20])([CH3:32])[CH3:33]. The reactants are ClC1=CC=NC2=CC=C(C=C12)OC (4-chloro-6-methoxyquinoline), N1CCNCC1 (piperazine), C(C)(=O)O (acetic acid). Solvent: COCCCOCCCO (dipropyleneglycolmonomethylether). Product: COC1=NC2=CC=CC=C2C(=C1)N1CCNCC1 (2-Methoxy-4-piperazin-1-yl-quinoline). The yield is 66.0%. Reaction SMILES: Cl[C:2]1[C:11]2[C:6](=[CH:7][CH:8]=[C:9](OC)[CH:10]=2)[N:5]=[CH:4][CH:3]=1.[NH:14]1[CH2:19][CH2:18][NH:17][CH2:16][CH2:15]1.[C:20](O)(=[O:22])C>COCCCOCCCO>[CH3:20][O:22][C:4]1[CH:3]=[C:2]([N:14]2[CH2:19][CH2:18][NH:17][CH2:16][CH2:15]2)[C:11]2[C:6](=[CH:7][CH:8]=[CH:9][CH:10]=2)[N:5]=1. Procedure: A mixture of 4-chloro-6-methoxyquinoline (0.97 g, 5 mmol), piperazine (4.3 g, 50 mmol) and glacial acetic acid (0.3 ml) was heated under reflux with stirring in dipropyleneglycolmonomethylether for 48 hours. The mixture was filtered, the filtrate was evaporated to dryness under reduced pressure and the raw product was purified by column chromatography on a silica column using ethyl acetate and methanol with the addition of 0.1% NH3 to yield 0.85 g of a brown solid (3.3 mmol, 66%). MS (ES) m/z=24... Starting materials: O.C1(=CC=CC=C1)C(=O)C=O (phenylglyoxal monohydrate), C(=O)(OC)C=C(C)C1=CC=C(C=C1)CC(N)(C)C (2{4-(2-carbomethoxy-1-methylethenyl)phenyl}-1, 1-dimethylethanamine). Product: C(=O)(OC)C=C(C)C1=CC=C(C=C1)CC(C)(C)NCC(C1=CC=CC=C1)O (N-{2-(4-{2-Carbomethoxy-1-methylethenyl}phenyl)-1, 1-dimethylethyl}-2-hydroxy-2-phenylethanamine). Isolated yield 55.8%. As a reaction SMILES: O.[C:2]1([C:8]([CH:10]=O)=[O:9])[CH:7]=[CH:6][CH:5]=[CH:4][CH:3]=1.[C:12]([CH:16]=[C:17]([C:19]1[CH:24]=[CH:23][C:22]([CH2:25][C:26]([CH3:29])([CH3:28])[NH2:27])=[CH:21][CH:20]=1)[CH3:18])([O:14][CH3:15])=[O:13]>>[C:12]([CH:16]=[C:17]([C:19]1[CH:20]=[CH:21][C:22]([CH2:25][C:26]([NH:27][CH2:10][CH:8]([OH:9])[C:2]2[CH:3]=[CH:4][CH:5]=[CH:6][CH:7]=2)([CH3:29])[CH3:28])=[CH:23][CH:24]=1)[CH3:18])([O:14][CH3:15])=[O:13] |f:0.1|. Procedure: This was prepared in an identical manner to the compound described in Example 13 using phenylglyoxal monohydrate (1.5 g) and 2{4-(2-carbomethoxy-1-methylethenyl)phenyl}-1, 1-dimethylethanamine (2.47 g). The title compound (2.02 g) m.p. 98°-103° C. (benzene/hexane) was obtained after chromatography on Kieselgel 60 eluting with 1% methanolchloroform. τ(CDCl3) 8.9 (6H, s), 7.55 (3H, d, J=1.5 Hz), 7.35 (2H, s), 6.8-7.6 (4H, m) 6.3 (3H, s), 5.4 (1H, dd) 3.85 (1H, q, J=1.5 Hz), 3.0-2.2 (9H, m).